This data is from the Open Reaction Database (ORD), a public repository of structured organic reaction records. The task is: describe an organic reaction: reactants, conditions, products, and yield Starting materials: CCOP(=O)(CN(c1ccc2cc(NC(=O)OC(C)(C)C)ccc2c1)S(=O)(=O)c1cc(Cl)cc(Cl)c1)OCC, ClCCl, [Na+], [OH-], O=C(O)C(F)(F)F. Yields the product CCOP(=O)(CN(c1ccc2cc(N)ccc2c1)S(=O)(=O)c1cc(Cl)cc(Cl)c1)OCC. RXN SMILES: [C:8]([O:9][C:10](=[O:11])[NH:15][c:16]1[cH:17][c:18]2[cH:19][cH:20][c:21]([N:26]([S:27](=[O:28])(=[O:29])[c:30]3[cH:31][c:32]([Cl:37])[cH:33][c:34]([Cl:36])[cH:35]3)[CH2:38][P:39]([O:40][CH2:41][CH3:42])([O:43][CH2:44][CH3:45])=[O:46])[cH:22][c:23]2[cH:24][cH:25]1)([CH3:12])([CH3:13])[CH3:14].[CH2:49]([Cl:50])[Cl:51].[Na+:48].[OH-:47].[OH:1][C:2]([C:3]([F:4])([F:5])[F:6])=[O:7]>>[NH2:15][c:16]1[cH:17][c:18]2[cH:19][cH:20][c:21]([N:26]([S:27](=[O:28])(=[O:29])[c:30]3[cH:31][c:32]([Cl:37])[cH:33][c:34]([Cl:36])[cH:35]3)[CH2:38][P:39]([O:40][CH2:41][CH3:42])([O:43][CH2:44][CH3:45])=[O:46])[cH:22][c:23]2[cH:24][cH:25]1. Reactants: COc1ccc(C(=O)Cl)cc1OC, CN(C)CCOc1ccc(CN)cc1, COc1ccc(C(=O)O)cc1OC, Cc1ccccc1, Cl, O, O=S(Cl)Cl. The product is COc1ccc(C(=O)NCc2ccc(OCCN(C)C)cc2)cc1OC. Reaction SMILES: [CH3:15][O:16][c:17]1[cH:18][c:19]([C:20](=[O:21])[Cl:22])[cH:23][cH:24][c:25]1[O:26][CH3:27].[CH3:1][N:2]([CH2:3][CH2:4][O:5][c:6]1[cH:7][cH:8][c:9]([CH2:10][NH2:11])[cH:12][cH:13]1)[CH3:14].[CH3:28][O:29][c:30]1[c:31]([O:32][CH3:33])[cH:34][c:35]([C:36](=[O:37])[OH:38])[cH:39][cH:40]1.[CH3:46][c:47]1[cH:48][cH:49][cH:50][cH:51][cH:52]1.[ClH:45].[OH2:53].[S:41]([Cl:42])([Cl:43])=[O:44]>>[CH3:1][N:2]([CH2:3][CH2:4][O:5][c:6]1[cH:7][cH:8][c:9]([CH2:10][NH:11][C:20]([c:19]2[cH:18][c:17]([O:16][CH3:15])[c:25]([O:26][CH3:27])[cH:24][cH:23]2)=[O:21])[cH:12][cH:13]1)[CH3:14]. The reactants are CCOC(C)=O, Cl, O=[N+]([O-])c1cccc(OCc2ncc3ccccc3n2)c1, [NH4+], [OH-], O, O, O, O, O, O, O, O, O=S(=O)(O)O. Yields the product Nc1cccc(OCc2ncc3ccccc3n2)c1. As a reaction SMILES: [CH3:38][CH2:39][O:40][C:41](=[O:42])[CH3:43].[ClH:34].[N+:1]([O-:2])(=[O:3])[c:4]1[cH:5][c:6]([O:7][CH2:8][c:9]2[n:10][c:11]3[cH:12][cH:13][cH:14][cH:15][c:16]3[cH:17][n:18]2)[cH:19][cH:20][cH:21]1.[NH4+:35].[OH-:36].[OH2:22].[OH2:23].[OH2:24].[OH2:25].[OH2:26].[OH2:27].[OH2:28].[OH2:37].[S:29]([OH:30])([OH:31])(=[O:32])=[O:33]>>[NH2:1][c:4]1[cH:5][c:6]([O:7][CH2:8][c:9]2[n:10][c:11]3[cH:12][cH:13][cH:14][cH:15][c:16]3[cH:17][n:18]2)[cH:19][cH:20][cH:21]1. Reactants: C1CCOC1, CCO, [Cl-], O=[N+]([O-])c1cc(Cl)c(OC2C=Nc3ccccc3C2)c(Cl)c1, [Fe], [NH4+], O. Yields the product Nc1cc(Cl)c(OC2C=Nc3ccccc3C2)c(Cl)c1. As a reaction SMILES: [CH2:28]1[O:29][CH2:30][CH2:31][CH2:32]1.[CH3:25][CH2:26][OH:27].[Cl-:23].[Cl:1][c:2]1[c:3]([O:4][CH:5]2[CH:6]=[N:7][c:8]3[cH:9][cH:10][cH:11][cH:12][c:13]3[CH2:14]2)[c:15]([Cl:22])[cH:16][c:17]([N+:19]([O-:20])=[O:21])[cH:18]1.[Fe:34].[NH4+:24].[OH2:33]>>[Cl:1][c:2]1[c:3]([O:4][CH:5]2[CH:6]=[N:7][c:8]3[cH:9][cH:10][cH:11][cH:12][c:13]3[CH2:14]2)[c:15]([Cl:22])[cH:16][c:17]([NH2:19])[cH:18]1. Starting materials: 75, C(C)(=O)N1CCC(CC1)C(O)(C1=CC=C(C=C1)F)C1=CC=C(C=C1)Br (1-acetyl-α-(4-bromophenyl)-α-(4-fluorophenyl)-4-piperidinemethanol), Cl (hydrochloric acid). Run in C(C)O (ethanol). The product is 36, Cl.BrC1=CC=C(C=C1)C(=C1CCNCC1)C1=CC=C(C=C1)F (4-[(4-bromophenyl)(4-fluorophenyl)methylene]piperidine hydrochloride). As a reaction SMILES: C([N:4]1[CH2:9][CH2:8][CH:7]([C:10]([C:19]2[CH:24]=[CH:23][C:22]([Br:25])=[CH:21][CH:20]=2)([C:12]2[CH:17]=[CH:16][C:15]([F:18])=[CH:14][CH:13]=2)O)[CH2:6][CH2:5]1)(=O)C.[ClH:26]>C(O)C>[ClH:26].[Br:25][C:22]1[CH:23]=[CH:24][C:19]([C:10]([C:12]2[CH:13]=[CH:14][C:15]([F:18])=[CH:16][CH:17]=2)=[C:7]2[CH2:8][CH2:9][NH:4][CH2:5][CH2:6]2)=[CH:20][CH:21]=1 |f:3.4|. Reported procedure: A mixture of 75 parts of 1-acetyl-α-(4-bromophenyl)-α-(4-fluorophenyl)-4-piperidinemethanol, 600 parts of concentrate hydrochloric acid and 80 parts of ethanol was stirred and refluxed for 18 hours. The reaction mixture was evaporated. 500 Parts of water were added to the residue. The solution was treated with ammonium hydroxide. The product was extracted twice with 375 parts of trichloromethane. The combined organic layers were washed with 100 parts of water, dried, filtered and evaporated. The... Starting materials: C1(=CC=CC=C1)C=1N=CNC1 (4-Phenylimidazole), [H-].[Na+] (sodium hydride), BrCC1N(CCCC1)CC1=CC=CC=C1 (2-bromomethyl-N-benzylpiperidine). Solvent: O1CCCC1 (tetrahydrofuran), O1CCCC1 (tetrahydrofuran). Reaction conditions: time 16 hour. The product is C(C1=CC=CC=C1)N1C(CCCC1)CN1C=NC(=C1)C1=CC=CC=C1 ((RS)-1-Benzyl-2-(4-phenyl-imidazol-1-ylmethyl)-piperidine). Isolated yield 24.1%. Reaction SMILES: [C:1]1([C:7]2[N:8]=[CH:9][NH:10][CH:11]=2)[CH:6]=[CH:5][CH:4]=[CH:3][CH:2]=1.[H-].[Na+].Br[CH2:15][CH:16]1[CH2:21][CH2:20][CH2:19][CH2:18][N:17]1[CH2:22][C:23]1[CH:28]=[CH:27][CH:26]=[CH:25][CH:24]=1>O1CCCC1>[CH2:22]([N:17]1[CH2:18][CH2:19][CH2:20][CH2:21][CH:16]1[CH2:15][N:10]1[CH:11]=[C:7]([C:1]2[CH:2]=[CH:3][CH:4]=[CH:5][CH:6]=2)[N:8]=[CH:9]1)[C:23]1[CH:28]=[CH:27][CH:26]=[CH:25][CH:24]=1 |f:1.2|. Reported procedure: 4-Phenylimidazole (1.3 g) was treated with sodium hydride (0.6 g 50% in oil) in dry tetrahydrofuran (80 ml). When gas evolution had ceased, 2-bromomethyl-N-benzylpiperidine (2.5 g) in tetrahydrofuran (30 ml) was added. The mixture was stirred for 16 h, solvent removed at reduced pressure and treated with ice/water (1:1, 100 ml). The mixture was extracted with dichloromethane (2×), the combined organic phase washed with water, solvent removed at reduced pressure and the residue column chromatogra...